Dataset: the Open Reaction Database (ORD), a public repository of structured organic reaction records. Task: describe an organic reaction: reactants, conditions, products, and yield Starting materials: COC1=C(C(=O)O)C=CC(=C1)C (2-Methoxy-4-methyl-benzoic acid), CS(=O)(=O)N (methanesulphonamide), Cl.CN(CCCN=C=NCC)C (1-(3-dimethylaminopropyl)-3-ethylcarbodiimide hydrochloride). The reagents and catalysts are CN(C1=CC=NC=C1)C (4-dimethylaminopyridine). The solvent is C(Cl)Cl (DCM). Conditions: time 18 hour. Yields the product COC1=C(C(=O)NS(=O)(=O)C)C=CC(=C1)C (2-Methoxy-4-methyl-N-(methylsulfonyl)benzamide). Isolated yield 63.0%. RXN SMILES: [CH3:1][O:2][C:3]1[CH:11]=[C:10]([CH3:12])[CH:9]=[CH:8][C:4]=1[C:5](O)=[O:6].[CH3:13][S:14]([NH2:17])(=[O:16])=[O:15].Cl.CN(C)CCCN=C=NCC>CN(C)C1C=CN=CC=1.C(Cl)Cl>[CH3:1][O:2][C:3]1[CH:11]=[C:10]([CH3:12])[CH:9]=[CH:8][C:4]=1[C:5]([NH:17][S:14]([CH3:13])(=[O:16])=[O:15])=[O:6] |f:2.3|. Procedure details: 2-Methoxy-4-methyl-benzoic acid (1.0 g. 6 mmol), methanesulphonamide (1.14 g. 12 mmol), 1-(3-dimethylaminopropyl)-3-ethylcarbodiimide hydrochloride (2.31 g. 12 mmol), 4-dimethylaminopyridine (1.47 g. 12 mmol) and DCM (50 mL) were combined and stirred at room temperature under nitrogen for 18 hours. The reaction mixture was concentrated in vacuo and the residue suspended in water and acidified with aqueous potassium hydrogen sulphate (0.5 M). The mixture was extracted with EtOAc (1×30 mL). The or...